describe an organic reaction: reactants, conditions, products, and yield From a dataset of the Open Reaction Database (ORD), a public repository of structured organic reaction records. Starting materials: N1(CCOCC1)CCCN (3-morpholin-4-ylpropylamine), ClC1=C2C(=NC=C1)C=C(S2)C(=O)[O-].[Li+] (lithium 7-chloro-thieno[3,2-b]pyridine-2-carboxylate). Product: N1(CCOCC1)CCCNC(=O)C1=CC2=NC=CC(=C2S1)Cl (7-Chloro-thieno[3,2-b]pyridine-2-carboxylic acid (3-morpholin-4-yl-propyl)-amide). As a reaction SMILES: [N:1]1([CH2:7][CH2:8][CH2:9][NH2:10])[CH2:6][CH2:5][O:4][CH2:3][CH2:2]1.[Cl:11][C:12]1[CH:17]=[CH:16][N:15]=[C:14]2[CH:18]=[C:19]([C:21]([O-])=[O:22])[S:20][C:13]=12.[Li+]>>[N:1]1([CH2:7][CH2:8][CH2:9][NH:10][C:21]([C:19]2[S:20][C:13]3[C:14](=[N:15][CH:16]=[CH:17][C:12]=3[Cl:11])[CH:18]=2)=[O:22])[CH2:6][CH2:5][O:4][CH2:3][CH2:2]1 |f:1.2|. Procedure details: The title compound was prepared from 3-morpholin-4-ylpropylamine and lithium 7-chloro-thieno[3,2-b]pyridine-2-carboxylate by a procedure analogous to Example 1B. MS: 340/342 (MH+); HPLC Rf: 3.45 min.; HPLC purity: 89%. The reactants are Cc1cccc2c1cc1c3c(cccc32)C=C1, CC(=O)O, O=[Cr](=O)([O-])O[Cr](=O)(=O)[O-], [Na+], [Na+], O, O. The product is Cc1cccc2c1cc1c3c(cccc32)C(=O)OC1=O. RXN SMILES: [CH3:1][c:2]1[c:3]2[cH:4][c:5]3[c:17]4[c:8]([cH:9][cH:10][cH:11][c:12]4[c:13]2[cH:14][cH:15][cH:16]1)[CH:7]=[CH:6]3.[CH3:31][C:32](=[O:33])[OH:34].[Cr:20](=[O:21])([O:22][Cr:23]([O-:24])(=[O:25])=[O:26])([O-:27])=[O:28].[Na+:29].[Na+:30].[OH2:18].[OH2:19]>>[CH3:1][c:2]1[c:3]2[cH:4][c:5]3[c:17]4[c:8]([cH:9][cH:10][cH:11][c:12]4[c:13]2[cH:14][cH:15][cH:16]1)[C:7](=[O:21])[O:19][C:6]3=[O:18]. Reactants: C1COCCO1, Cl, CC(C)(C)OC(=O)N1CCCC(c2cc(-c3ccccc3O)nc3[nH]nc(N)c23)C1. Product: Cl, Nc1n[nH]c2nc(-c3ccccc3O)cc(C3CCCNC3)c12. RXN SMILES: [CH2:32]1[O:33][CH2:34][CH2:35][O:36][CH2:37]1.[ClH:31].[NH2:1][c:2]1[n:3][nH:4][c:5]2[n:6][c:7](-[c:24]3[c:25]([OH:30])[cH:26][cH:27][cH:28][cH:29]3)[cH:8][c:9]([CH:11]3[CH2:12][N:13]([C:17]([O:18][C:19]([CH3:20])([CH3:21])[CH3:22])=[O:23])[CH2:14][CH2:15][CH2:16]3)[c:10]12>>[ClH:31].[NH2:1][c:2]1[n:3][nH:4][c:5]2[n:6][c:7](-[c:24]3[c:25]([OH:30])[cH:26][cH:27][cH:28][cH:29]3)[cH:8][c:9]([CH:11]3[CH2:12][NH:13][CH2:14][CH2:15][CH2:16]3)[c:10]12. Starting materials: [OH-].[Na+] (NaOH), Cl.O (HCl H2O), C(C1=CC=CC=C1)=O (Benzaldehyde), [N+](=O)([O-])C (nitromethane). The solvent is CO (methanol), ice water, ice water, CO (methanol). The product is [N+](=O)([O-])C=CC1=CC=CC=C1 (β-Nitrostyrene). Reaction SMILES: [CH:1](=O)[C:2]1[CH:7]=[CH:6][CH:5]=[CH:4][CH:3]=1.[N+:9]([CH3:12])([O-:11])=[O:10].[OH-].[Na+].Cl.O>CO>[N+:9]([CH:12]=[CH:1][C:2]1[CH:7]=[CH:6][CH:5]=[CH:4][CH:3]=1)([O-:11])=[O:10] |f:2.3,4.5|. Procedure: Benzaldehyde (2, 52.35 g, 0.493 mol) and nitromethane (30.11 g, 0.493 mol) were dissolved in methanol (100 mL) in a two-necked flask equipped with a thermometer and a pressure-equalizing dropping funnel. NaOH (25.6 g, 0.641 mol) in ice/water (50 mL) was added dropwise to the solution keeping the temperature below 15° C. A fine slurry formed during the addition and methanol was added to allow stirring. After the addition the slurry was diluted with ice/water and the resulting clear solution was a... Reactants: NC1=NC(=C(C(=N1)NCC(=O)NC1=CC(=CC=C1)C(F)(F)F)C=O)SC (2-(2-amino-5-formyl-6-methylsulfanyl-pyrimidin-4-ylamino)-N-(3-trifluoromethyl-phenyl)-acetamide), C([O-])(O)=O.[K+] (potassium bicarbonate), Cl.NO (hydroxylamine HCl). The solvent is CO (MeOH). Run at temperature 60 celsius. The product is NC1=NC(=C(C(=N1)NCC(=O)NC1=CC(=CC=C1)C(F)(F)F)C=NO)SC (2-[2-amino-5-(hydroxyimino-methyl)-6-methylsulfanyl-pyrimidin-4-ylamino]-N-(3-trifluoromethyl-phenyl)-acetamide). Yield: 28.8%. As a reaction SMILES: [NH2:1][C:2]1[N:7]=[C:6]([NH:8][CH2:9][C:10]([NH:12][C:13]2[CH:18]=[CH:17][CH:16]=[C:15]([C:19]([F:22])([F:21])[F:20])[CH:14]=2)=[O:11])[C:5]([CH:23]=O)=[C:4]([S:25][CH3:26])[N:3]=1.C(=O)(O)[O-].[K+].Cl.[NH2:33][OH:34]>CO>[NH2:1][C:2]1[N:7]=[C:6]([NH:8][CH2:9][C:10]([NH:12][C:13]2[CH:18]=[CH:17][CH:16]=[C:15]([C:19]([F:22])([F:21])[F:20])[CH:14]=2)=[O:11])[C:5]([CH:23]=[N:33][OH:34])=[C:4]([S:25][CH3:26])[N:3]=1 |f:1.2,3.4|. Reported procedure: To a round bottom flask was added 2-(2-amino-5-formyl-6-methylsulfanyl-pyrimidin-4-ylamino)-N-(3-trifluoromethyl-phenyl)-acetamide (50.0 mg, 0.13 mmol, 1.0 mmol), MeOH (2.0 mL), potassium bicarbonate (51.0 mg, 0.51 mmol, 4.0 eq.), and hydroxylamine HCl (35.6 mg, 0.51 mmol, 4.0 eq.). The reaction was heated to 60° C. for 72 hrs before quenching with H2O (10 mL) and EtOAc (50 mL). The EtOAc layer washed with brine, dried with Na2SO4, and concentrated to give crude 2-[2-amino-5-(hydroxyimino-methyl... Reactants: ClC1=NC(=NC=C1C(=O)OCC)SC (ethyl 4-chloro-2-(methylthio)pyrimidine-5-carboxylate), C=1C=CC(=CC1)P(C=2C=CC=CC2)C3=CC=C4C=CC=CC4=C3C5=C6C=CC=CC6=CC=C5P(C=7C=CC=CC7)C=8C=CC=CC8 (BINAP), C(=O)([O-])[O-].[Cs+].[Cs+] (Cs2CO3), C(C)(C)(C)C1=NN(C(=C1)N)C1=C(C=CC(=C1)C)C (3-tert-butyl-1-(2,5-dimethylphenyl)-1H-pyrazol-5-amine). Reagents/catalysts: C=1C=CC(=CC1)/C=C/C(=O)/C=C/C2=CC=CC=C2.C=1C=CC(=CC1)/C=C/C(=O)/C=C/C2=CC=CC=C2.C=1C=CC(=CC1)/C=C/C(=O)/C=C/C2=CC=CC=C2.[Pd].[Pd] (Pd2(dba)3). Run at temperature 110 celsius. Yields the product C(C)(C)(C)C1=NN(C(=C1)NC1=NC(=NC=C1C(=O)OCC)SC)C1=C(C=CC(=C1)C)C (ethyl 4-{[3-tert-butyl-1-(2,5-dimethylphenyl)-1H-pyrazol-5-yl]amino}-2-(methylthio)pyrimidine-5-carboxylate). Yield: 41.9%. RXN SMILES: [C:1]([C:5]1[CH:9]=[C:8]([NH2:10])[N:7]([C:11]2[CH:16]=[C:15]([CH3:17])[CH:14]=[CH:13][C:12]=2[CH3:18])[N:6]=1)([CH3:4])([CH3:3])[CH3:2].Cl[C:20]1[C:25]([C:26]([O:28][CH2:29][CH3:30])=[O:27])=[CH:24][N:23]=[C:22]([S:31][CH3:32])[N:21]=1.C1C=CC(P(C2C(C3C(P(C4C=CC=CC=4)C4C=CC=CC=4)=CC=C4C=3C=CC=C4)=C3C(C=CC=C3)=CC=2)C2C=CC=CC=2)=CC=1.C([O-])([O-])=O.[Cs+].[Cs+]>C1C=CC(/C=C/C(/C=C/C2C=CC=CC=2)=O)=CC=1.C1C=CC(/C=C/C(/C=C/C2C=CC=CC=2)=O)=CC=1.C1C=CC(/C=C/C(/C=C/C2C=CC=CC=2)=O)=CC=1.[Pd].[Pd]>[C:1]([C:5]1[CH:9]=[C:8]([NH:10][C:24]2[C:25]([C:26]([O:28][CH2:29][CH3:30])=[O:27])=[CH:20][N:21]=[C:22]([S:31][CH3:32])[N:23]=2)[N:7]([C:11]2[CH:16]=[C:15]([CH3:17])[CH:14]=[CH:13][C:12]=2[CH3:18])[N:6]=1)([CH3:4])([CH3:3])[CH3:2] |f:3.4.5,6.7.8.9.10|. Procedure: To a dried 15 mL tube was added 3-tert-butyl-1-(2,5-dimethylphenyl)-1H-pyrazol-5-amine (106 mg, 0.44 mmol), synthesized in the same manner as intermediate F, ethyl 4-chloro-2-(methylthio)pyrimidine-5-carboxylate (101 mg, 0.44 mmol), Pd2(dba)3 (20 mg, 0.022 mmol), BINAP (27 mg, 0.044 mmol), and Cs2CO3 (199 mg, 0.61 mmol). The flask was degassed followed by addition of toluene (2 mL), and the mixture was then heated to 110° C. for 20 h. The mixture was cooled to rt, filtered through a silica gel p... Starting materials: Nc1ccc(Br)cc1F, Cc1ccccc1, OB(O)C1CC1, C1CCC(P(C2CCCCC2)C2CCCCC2)CC1, [K+], [K+], [K+], CC(=O)[O-], CC(=O)[O-], O, O=P([O-])([O-])[O-], [Pd+2]. Yields the product Nc1ccc(C2CC2)cc1F. Reaction SMILES: [Br:1][c:2]1[cH:3][c:4]([F:9])[c:5]([NH2:6])[cH:7][cH:8]1.[CH3:43][c:44]1[cH:45][cH:46][cH:47][cH:48][cH:49]1.[CH:10]1([B:13]([OH:14])[OH:15])[CH2:11][CH2:12]1.[CH:16]1([P:17]([CH:18]2[CH2:19][CH2:20][CH2:21][CH2:22][CH2:23]2)[CH:24]2[CH2:25][CH2:26][CH2:27][CH2:28][CH2:29]2)[CH2:30][CH2:31][CH2:32][CH2:33][CH2:34]1.[K+:40].[K+:41].[K+:42].[O-:52][C:53]([CH3:54])=[O:55].[O-:56][C:57]([CH3:58])=[O:59].[OH2:50].[P:35]([O-:36])([O-:37])([O-:38])=[O:39].[Pd+2:51]>>[c:2]1([CH:10]2[CH2:11][CH2:12]2)[cH:3][c:4]([F:9])[c:5]([NH2:6])[cH:7][cH:8]1. Reactants: COc1cc(OC)cc(N2Cc3cnc(S(C)=O)nc3NC2=O)c1, CN1CCN(CCCCN)CC1. Yields the product COc1cc(OC)cc(N2Cc3cnc(NCCCCN4CCN(C)CC4)nc3NC2=O)c1. RXN SMILES: [CH3:1][O:2][c:3]1[cH:4][c:5]([N:11]2[C:12](=[O:24])[NH:13][c:14]3[n:15][c:16]([S:21]([CH3:22])=[O:23])[n:17][cH:18][c:19]3[CH2:20]2)[cH:6][c:7]([O:9][CH3:10])[cH:8]1.[CH3:25][N:26]1[CH2:27][CH2:28][N:29]([CH2:32][CH2:33][CH2:34][CH2:35][NH2:36])[CH2:30][CH2:31]1>>[CH3:1][O:2][c:3]1[cH:4][c:5]([N:11]2[C:12](=[O:24])[NH:13][c:14]3[n:15][c:16]([NH:36][CH2:35][CH2:34][CH2:33][CH2:32][N:29]4[CH2:28][CH2:27][N:26]([CH3:25])[CH2:31][CH2:30]4)[n:17][cH:18][c:19]3[CH2:20]2)[cH:6][c:7]([O:9][CH3:10])[cH:8]1.